This data is from the Open Reaction Database (ORD), a public repository of structured organic reaction records. The task is: describe an organic reaction: reactants, conditions, products, and yield Starting materials: CCOC(=O)C(=O)c1sc(Br)cc1Br, CC(C)=O, Cl. Yields the product O=C(O)C(=O)c1sc(Br)cc1Br. RXN SMILES: [CH2:1]([CH3:2])[O:3][C:4]([C:5](=[O:6])[c:7]1[s:8][c:9]([Br:13])[cH:10][c:11]1[Br:12])=[O:14].[CH3:16][C:17](=[O:18])[CH3:19].[ClH:15]>>[O:3]=[C:4]([C:5](=[O:6])[c:7]1[s:8][c:9]([Br:13])[cH:10][c:11]1[Br:12])[OH:14]. Starting materials: FC1=CC=C(C=C1)C(C(F)(F)F)=O (4'-Fluoro-2,2,2-trifluoroacetophenone), [O-]CC.[Na+] (sodium ethoxide). The reagents and catalysts are [Cl-].C(C1=CC=CC=C1)[P+](C1=CC=CC=C1)(C1=CC=CC=C1)C1=CC=CC=C1 (benzyl-triphenyl-phosphonium chloride). The solvent is C(C)O (ethanol). The product is C1(=CC=CC=C1)C=C(C(F)(F)F)C1=CC=C(C=C1)F (1-Phenyl-3,3,3-trifluoro-2-(4-fluorophenyl)-propene). Isolated yield 91.0%. Reaction SMILES: [F:1][C:2]1[CH:7]=[CH:6][C:5]([C:8](=O)[C:9]([F:12])([F:11])[F:10])=[CH:4][CH:3]=1.[O-][CH2:15][CH3:16].[Na+]>[Cl-].C([P+](C1C=CC=CC=1)(C1C=CC=CC=1)C1C=CC=CC=1)C1C=CC=CC=1.C(O)C>[C:15]1([CH:16]=[C:8]([C:5]2[CH:6]=[CH:7][C:2]([F:1])=[CH:3][CH:4]=2)[C:9]([F:12])([F:11])[F:10])[CH:6]=[CH:7][CH:2]=[CH:3][CH:4]=1 |f:1.2,3.4|. Procedure: 4'-Fluoro-2,2,2-trifluoroacetophenone (F. E. Herkes et al.: J. Org. Chem. 32, 1311-18 (1967)) is reacted with benzyl-triphenyl-phosphonium chloride in the presence of an ethanol solution of sodium ethoxide. 1-Phenyl-3,3,3-trifluoro-2-(4-fluorophenyl)-propene is obtained with a yield of 91%; b.p.: 110°-114° C./0.2 mm Hg, m.p.: 43°-45° C. Reactants: C1(CCC(=O)O1)=O (succinic anhydride), NCC1=C(C(=C2C(=N1)SC1=C2CC[S@@](C1)=O)C1=CC=C(C=C1)OC)Cl ((S)-2-(aminomethyl)-3-chloro-4-(4-methoxyphenyl)-7-oxido-5,8-dihydro-6H-thiopyrano-[4′,3′:4,5]thieno[2,3-b]pyridine), O (water), C(=O)(N1C=NC=C1)N1C=NC=C1 (carbonyldiimidazole). Solvent: CN(C)C=O (DMF). Conditions: time 1 hour. Yields the product ClC=1C(=C2C(=NC1CN1C(CCC1=O)=O)SC1=C2CC[S@@](C1)=O)C1=CC=C(C=C1)OC ((S)-1-{[-3-Chloro-4-(4-methoxyphenyl)-7-oxido-5,8-dihydro-6H-thiopyrano[4′,3′:4,5]thieno[2,3-b]pyridin-2-yl]methyl}-2,5-pyrrolidinedione). Isolated yield 72.7%. As a reaction SMILES: [C:1]1(=[O:7])[O:6][C:4](=O)[CH2:3][CH2:2]1.[NH2:8][CH2:9][C:10]1[N:15]=[C:14]2[S:16][C:17]3[CH2:22][S@@:21](=[O:23])[CH2:20][CH2:19][C:18]=3[C:13]2=[C:12]([C:24]2[CH:29]=[CH:28][C:27]([O:30][CH3:31])=[CH:26][CH:25]=2)[C:11]=1[Cl:32].C(N1C=CN=C1)(N1C=CN=C1)=O.O>CN(C=O)C>[Cl:32][C:11]1[C:12]([C:24]2[CH:29]=[CH:28][C:27]([O:30][CH3:31])=[CH:26][CH:25]=2)=[C:13]2[C:18]3[CH2:19][CH2:20][S@:21](=[O:23])[CH2:22][C:17]=3[S:16][C:14]2=[N:15][C:10]=1[CH2:9][N:8]1[C:1](=[O:7])[CH2:2][CH2:3][C:4]1=[O:6]. Procedure: To a solution of succinic anhydride (303.25 g) in DMF (3.5.L) was added (S)-2-(aminomethyl)-3-chloro-4-(4-methoxyphenyl)-7-oxido-5,8-dihydro-6H-thiopyrano-[4′,3′:4,5]thieno[2,3-b]pyridine (1134 g) and the mixture was stirred for 1 hour. To the mixture was slowly added carbonyldiimidazole (935.5 g), and stirred at room temperature for 22 hours and further at 36 to 38° C. for 5 hours. The reaction mixture was added dropwise to water (20 L). After stirring for 2.5 hours, crystals deposited were fil... Reactants: Cc1nc(C(F)(F)F)[nH]c(=O)c1C(C)C, O=P(Cl)(Cl)Cl. Product: Cc1nc(C(F)(F)F)nc(Cl)c1C(C)C. RXN SMILES: [CH3:1][c:2]1[c:3]([CH:13]([CH3:14])[CH3:15])[c:4](=[O:12])[nH:5][c:6]([C:8]([F:9])([F:10])[F:11])[n:7]1.[P:16]([Cl:17])([Cl:18])([Cl:19])=[O:20]>>[CH3:1][c:2]1[c:3]([CH:13]([CH3:14])[CH3:15])[c:4]([Cl:18])[n:5][c:6]([C:8]([F:9])([F:10])[F:11])[n:7]1. Starting materials: BrC=1C=C2C(=CC(=NC2=CC1)C1=CC=CC=C1)O[C@@H]1C[C@H](N(C1)C(=O)OC(C)(C)C)C(=O)OC (1-tert-butyl 2-methyl (2S,4R)-4-[(6-bromo-2-phenylquinolin-4-yl)oxy]pyrrolidine-1,2-dicarboxylate), C(=C)[Sn](CCCC)(CCCC)CCCC (vinyltributyltin), tetrakis-triphenylphosphine palladium. Solvent: C1(=CC=CC=C1)C (toluene). Conditions: temperature 110 celsius. Product: C1(=CC=CC=C1)C1=NC2=CC=C(C=C2C(=C1)O[C@@H]1C[C@H](N(C1)C(=O)OC(C)(C)C)C(=O)OC)C=C (1-tert-butyl 2-methyl (2S,4R)-4-[(2-phenyl-6-vinylquinolin-4-yl)oxy]pyrrolidine-1,2-dicarboxylate). Yield: 56.7%. As a reaction SMILES: Br[C:2]1[CH:3]=[C:4]2[C:9](=[CH:10][CH:11]=1)[N:8]=[C:7]([C:12]1[CH:17]=[CH:16][CH:15]=[CH:14][CH:13]=1)[CH:6]=[C:5]2[O:18][C@H:19]1[CH2:23][N:22]([C:24]([O:26][C:27]([CH3:30])([CH3:29])[CH3:28])=[O:25])[C@H:21]([C:31]([O:33][CH3:34])=[O:32])[CH2:20]1.[CH:35]([Sn](CCCC)(CCCC)CCCC)=[CH2:36]>C1(C)C=CC=CC=1>[C:12]1([C:7]2[CH:6]=[C:5]([O:18][C@H:19]3[CH2:23][N:22]([C:24]([O:26][C:27]([CH3:28])([CH3:29])[CH3:30])=[O:25])[C@H:21]([C:31]([O:33][CH3:34])=[O:32])[CH2:20]3)[C:4]3[C:9](=[CH:10][CH:11]=[C:2]([CH:35]=[CH2:36])[CH:3]=3)[N:8]=2)[CH:17]=[CH:16][CH:15]=[CH:14][CH:13]=1. Reported procedure: To a solution of 1-tert-butyl 2-methyl (2S,4R)-4-[(6-bromo-2-phenylquinolin-4-yl)oxy]pyrrolidine-1,2-dicarboxylate 24 (1.45 g, 2.75 mmol) in toluene (20 mL) was added vinyltributyltin (0.96 mL, 3.3 mmol) and tetrakis-triphenylphosphine palladium (318 mg, 0.27 mmol). The mixture was then heated to 110° C. for 3 h, at which time, LC-MS revealed the disappearance of starting material. The reaction mixture was concentrated and purified on silica gel (gradient elution 15% to 50% EtOAc in hexanes) to ... The reactants are N1(CCNCC1)C=1C2=C(N=C(N1)N)SC(=N2)C=2C=NC=CC2 (7-(piperazin-1-yl)-2-(pyridin-3-yl)thiazolo[5,4-d]pyrimidin-5-amine), FC1=CC=C(OCC(=O)O)C=C1 (4-fluorophenoxyacetic acid). Yields the product NC=1N=C(C2=C(N1)SC(=N2)C=2C=NC=CC2)N2CCN(CC2)C(COC2=CC=C(C=C2)F)=O (1-(4-(5-amino-2-(pyridin-3-yl)thiazolo[5,4-d]pyrimidin-7-yl)piperazin-1-yl)-2-(4-fluorophenoxy)ethanone). The yield is 67.0%. As a reaction SMILES: [N:1]1([C:7]2[C:8]3[N:16]=[C:15]([C:17]4[CH:18]=[N:19][CH:20]=[CH:21][CH:22]=4)[S:14][C:9]=3[N:10]=[C:11]([NH2:13])[N:12]=2)[CH2:6][CH2:5][NH:4][CH2:3][CH2:2]1.[F:23][C:24]1[CH:34]=[CH:33][C:27]([O:28][CH2:29][C:30](O)=[O:31])=[CH:26][CH:25]=1>>[NH2:13][C:11]1[N:12]=[C:7]([N:1]2[CH2:6][CH2:5][N:4]([C:30](=[O:31])[CH2:29][O:28][C:27]3[CH:33]=[CH:34][C:24]([F:23])=[CH:25][CH:26]=3)[CH2:3][CH2:2]2)[C:8]2[N:16]=[C:15]([C:17]3[CH:18]=[N:19][CH:20]=[CH:21][CH:22]=3)[S:14][C:9]=2[N:10]=1. Reported procedure: This compound was prepared from 7-(piperazin-1-yl)-2-(pyridin-3-yl)thiazolo[5,4-d]pyrimidin-5-amine using 4-fluorophenoxyacetic acid in a yield of 67%, according to the procedure for the synthesis of example 50 Starting materials: OCC(CC(=O)OC(C)(C)C)CC1=CC2=CN(N=C2C(=C1)C)COCC[Si](C)(C)C (tert-butyl 3-(hydroxymethyl)-4-(7-methyl-2-((2-(trimethylsilyl)ethoxy)methyl)-2H-indazol-5-yl)butanoate), CC(=O)OI1(C=2C=CC=CC2C(=O)O1)(OC(=O)C)OC(=O)C (Dess-Martin reagent). Solvent: C(Cl)Cl (methylene chloride). The product is C(=O)C(CC(=O)OC(C)(C)C)CC1=CC2=CN(N=C2C(=C1)C)COCC[Si](C)(C)C (tert-Butyl 3-formyl-4-(7-methyl-2-((2-(trimethylsilyl)ethoxy)methyl)-2H-indazol-5-yl)butanoate). RXN SMILES: [OH:1][CH2:2][CH:3]([CH2:12][C:13]1[CH:21]=[C:20]([CH3:22])[C:19]2[C:15](=[CH:16][N:17]([CH2:23][O:24][CH2:25][CH2:26][Si:27]([CH3:30])([CH3:29])[CH3:28])[N:18]=2)[CH:14]=1)[CH2:4][C:5]([O:7][C:8]([CH3:11])([CH3:10])[CH3:9])=[O:6].CC(OI1(OC(C)=O)(OC(C)=O)OC(=O)C2C=CC=CC1=2)=O>C(Cl)Cl>[CH:2]([CH:3]([CH2:12][C:13]1[CH:21]=[C:20]([CH3:22])[C:19]2[C:15](=[CH:16][N:17]([CH2:23][O:24][CH2:25][CH2:26][Si:27]([CH3:30])([CH3:29])[CH3:28])[N:18]=2)[CH:14]=1)[CH2:4][C:5]([O:7][C:8]([CH3:10])([CH3:9])[CH3:11])=[O:6])=[O:1]. Procedure details: To a solution of tert-butyl 3-(hydroxymethyl)-4-(7-methyl-2-((2-(trimethylsilyl)ethoxy)methyl)-2H-indazol-5-yl)butanoate (0.5500 g, 1.27 mmol) in methylene chloride (25 mL) was added Dess-Martin reagent (0.6449 g, 1.52 mmol) at room temperature. The reaction was stirredo vernight before washing with 1 N sodium hydroxide (10 mL) and water (2×10 mL). The organic layer was dried, filtered and concentrated. The final product was obtained by flash chromatography using 0% to 50% ethyl acetate/hexane (... Reactants: C1(CCCCC1)C1=CC=C(OC[C@@H]2CN=C(O2)N)C=C1 ((S)-5-(4-cyclohexyl-phenoxymethyl)-4,5-dihydro-oxazol-2-ylamine), C(C)OC(C#CC1CCCCC1)=O (cyclohexyl-propynoic acid ethyl ester). The solvent is CS(=O)C (DMSO). Yields the product C1(CCCCC1)C1=CC(N=C2N1C[C@H](O2)COC2=CC=C(C=C2)C2CCCCC2)=O ((S)-5-Cyclohexyl-2-(4-cyclohexyl-phenoxymethyl)-2,3-dihydro-oxazolo[3,2-a]pyrimidin-7-one). As a reaction SMILES: [CH:1]1([C:7]2[CH:20]=[CH:19][C:10]([O:11][CH2:12][C@H:13]3[O:17][C:16]([NH2:18])=[N:15][CH2:14]3)=[CH:9][CH:8]=2)[CH2:6][CH2:5][CH2:4][CH2:3][CH2:2]1.C([O:23][C:24](=O)[C:25]#[C:26][CH:27]1[CH2:32][CH2:31][CH2:30][CH2:29][CH2:28]1)C>CS(C)=O>[CH:27]1([C:26]2[N:15]3[CH2:14][C@@H:13]([CH2:12][O:11][C:10]4[CH:19]=[CH:20][C:7]([CH:1]5[CH2:2][CH2:3][CH2:4][CH2:5][CH2:6]5)=[CH:8][CH:9]=4)[O:17][C:16]3=[N:18][C:24](=[O:23])[CH:25]=2)[CH2:32][CH2:31][CH2:30][CH2:29][CH2:28]1. Procedure details: The title compound was prepared from (S)-5-(4-cyclohexyl-phenoxymethyl)-4,5-dihydro-oxazol-2-ylamine and cyclohexyl-propynoic acid ethyl ester (see Example 103) employing the procedure described in Example 100. [α]D25 +17.80 (c 0.5, DMSO) Reactants: C(#N)C1=CC=C(CN2C=C(C(C(=C2C)C2=CC(=CC=C2)C(F)(F)F)=O)C(=O)O)C=C1 (1-(4-Cyano-benzyl)-6-methyl-4-oxo-5-(3-trifluoromethyl-phenyl)-1,4-dihydro-pyridine-3-carboxylic acid), BrC=1C(C(=CN(C1C)C(C)C1=CC=C(C=C1)C#N)C(=O)O)=O (5-Bromo-1-[1-(4-cyano-phenyl)-ethyl]-6-methyl-4-oxo-1,4-dihydro-pyridine-3-carboxylic acid), FC(C1=NC=CC(=C1)B(O)O)(F)F (2-(trifluoromethyl)pyridine-4-boronic acid), BrC=1C(C(=CN(C1C)CC1=CC=C(C=C1)C#N)C(=O)O)=O (5-Bromo-1-(4-cyano-benzyl)-6-methyl-4-oxo-1,4-dihydro-pyridine-3-carboxylic acid). The product is C(#N)C1=CC=C(C=C1)C(C)N1C(=C(C(C(=C1)C(=O)O)=O)C1=CC(=NC=C1)C(F)(F)F)C (1-[1-(4-Cyano-phenyl)-ethyl]-2-methyl-4-oxo-2′-trifluoromethyl-1,4-dihydro-[3,4′]bipyridinyl-5-carboxylic acid). As a reaction SMILES: C(C1C=CC(CN2C(C)=C(C3C=CC=C(C(F)(F)F)C=3)C(=O)C(C(O)=O)=C2)=CC=1)#N.[F:31][C:32]([F:43])([F:42])[C:33]1[CH:38]=[C:37](B(O)O)[CH:36]=[CH:35][N:34]=1.BrC1C(=O)C(C(O)=O)=CN(CC2C=CC(C#N)=CC=2)C=1C.Br[C:66]1[C:67](=[O:86])[C:68]([C:83]([OH:85])=[O:84])=[CH:69][N:70]([CH:73]([C:75]2[CH:80]=[CH:79][C:78]([C:81]#[N:82])=[CH:77][CH:76]=2)[CH3:74])[C:71]=1[CH3:72]>>[C:81]([C:78]1[CH:77]=[CH:76][C:75]([CH:73]([N:70]2[CH:69]=[C:68]([C:83]([OH:85])=[O:84])[C:67](=[O:86])[C:66]([C:37]3[CH:36]=[CH:35][N:34]=[C:33]([C:32]([F:43])([F:42])[F:31])[CH:38]=3)=[C:71]2[CH3:72])[CH3:74])=[CH:80][CH:79]=1)#[N:82]. Reported procedure: Preparation 4 is prepared following the procedure described for preparation 1d, substituting 3-(trifluoromethyl)phenylboronic acid with 2-(trifluoromethyl)pyridine-4-boronic acid and substituting preparation 1c with preparation 2b as starting material. ESI mass spectrum: [M+H]+=428; Retention time HPLC: 0.99 min (Z018_S04). Reactants: [N-]=[N+]=[N-].[Na+] (sodium azide), CNCCNC (N,N′-dimethylethane-1,2-diamine), IC1=CC=C(N)C=C1 (4-iodoaniline), O=C1C(O)=C(O)[C@H](O1)[C@@H](O)CO.[Na] (sodium L-ascorbic acid). The reagents and catalysts are [Cu](I)I (copper iodide). Solvent: O (water), O (water), CS(=O)C (DMSO). Conditions: temperature 100 celsius. Yields the product N(=[N+]=[N-])C1=CC=C(N)C=C1 (4-azidoaniline). The yield is 61.2%. Reaction SMILES: I[C:2]1[CH:8]=[CH:7][C:5]([NH2:6])=[CH:4][CH:3]=1.O=C1O[C@H]([C@H](CO)O)C(O)=C1O.[Na].[N-:22]=[N+:23]=[N-:24].[Na+].CNCCNC>CS(C)=O.O.[Cu](I)I>[N:22]([C:2]1[CH:8]=[CH:7][C:5]([NH2:6])=[CH:4][CH:3]=1)=[N+:23]=[N-:24] |f:1.2,3.4,^1:20|. Procedure details: 4-iodoaniline (400 mg, 1.8263 mmol) was mixed with sodium L-ascorbic acid (90 mg, 0.46 mmol) in DMSO (25 mL). A solution of sodium azide (241 mg, 3.65 mmol) in water (6.5 mL) was added followed by N,N′-dimethylethane-1,2-diamine (30 mg, 0.4 mmol) and copper iodide (30 mg, 0.2 mmol). The mixture was then heated at 100° C. for 6 h. The mixture was then mixed with a large amount of water (80 mL) and then extracted with EtOAc (3 times). The organics were dried (MgSO4), filtered and concentrated in v...